This data is from the Open Reaction Database (ORD), a public repository of structured organic reaction records. The task is: describe an organic reaction: reactants, conditions, products, and yield The reactants are NC(=O)N (urea), OP(=O)(O)[O-].[K+] (KH2PO4), O.C(CC(O)(C(=O)O)CC(=O)O)(=O)O (citric acid monohydrate), CC1=C(SC=[N+]1CC=2C=NC(=NC2N)C)CCO.Cl.[Cl-] (thiamine hydrochloride), n-paraffins. Conditions: time 6 day. The product is C(CC(O)(C(=O)O)CC(=O)O)(=O)O (citric acid). Reaction SMILES: NC(N)=O.CC1[N+](CC2C=NC(C)=NC=2N)=CSC=1CCO.Cl.[Cl-].OP([O-])(O)=O.[K+].O.[C:32]([OH:44])(=[O:43])[CH2:33][C:34]([CH2:39][C:40]([OH:42])=[O:41])([C:36]([OH:38])=[O:37])[OH:35]>>[C:32]([OH:44])(=[O:43])[CH2:33][C:34]([CH2:39][C:40]([OH:42])=[O:41])([C:36]([OH:38])=[O:37])[OH:35] |f:1.2.3,4.5,6.7|. Reported procedure: A 5% aliquot of this actively growing inoculum is then added to a large fermenter containing the following ingredients per liter of sterilized medium: 4.7 g. of urea, 0.001 g. of thiamine hydrochloride, 180 g. of C14 -C16 n-paraffins and 0.375 g. of KH2PO4 (sterilized separately). The fermentation medium is stirred for 144 hours (6 days) at 1725 rpm, 4.0 S.C.F.H.G. (standard cubic feet of air per gallon per hour) and a temperature of 26° C. The fermentation yield of citric acid monohydrate is 22... Reactants: CCCC[N+](CCCC)(CCCC)CCCC, [F-], C1CCOC1, CS(=O)(=O)c1ccc(C(=CC2CCOCC2)c2cc3cc(F)cnc3n2S(=O)(=O)c2ccccc2)cc1. The product is CS(=O)(=O)c1ccc(C(=CC2CCOCC2)c2cc3cc(F)cnc3[nH]2)cc1. Reaction SMILES: [CH3:39][CH2:40][CH2:41][CH2:42][N+:43]([CH2:44][CH2:45][CH2:46][CH3:47])([CH2:48][CH2:49][CH2:50][CH3:51])[CH2:52][CH2:53][CH2:54][CH3:55].[F-:38].[O:56]1[CH2:57][CH2:58][CH2:59][CH2:60]1.[c:1]1([S:2](=[O:3])(=[O:4])[n:10]2[c:11]([C:20](=[CH:21][CH:22]3[CH2:23][CH2:24][O:25][CH2:26][CH2:27]3)[c:28]3[cH:29][cH:30][c:31]([S:34](=[O:35])(=[O:36])[CH3:37])[cH:32][cH:33]3)[cH:12][c:13]3[c:14]2[n:15][cH:16][c:17]([F:19])[cH:18]3)[cH:5][cH:6][cH:7][cH:8][cH:9]1>>[nH:10]1[c:11]([C:20](=[CH:21][CH:22]2[CH2:23][CH2:24][O:25][CH2:26][CH2:27]2)[c:28]2[cH:29][cH:30][c:31]([S:34](=[O:35])(=[O:36])[CH3:37])[cH:32][cH:33]2)[cH:12][c:13]2[c:14]1[n:15][cH:16][c:17]([F:19])[cH:18]2.